From a dataset of the Open Reaction Database (ORD), a public repository of structured organic reaction records. describe an organic reaction: reactants, conditions, products, and yield Starting materials: COC(CS)=O (mercaptoacetic acid methyl ester), FC=1C=NC=C(C1C=O)F (3,5-difluoro-4-formylpyridine), C([O-])([O-])=O.[Cs+].[Cs+] (cesium carbonate). Solvent: C1CCOC1 (THF). Reaction conditions: temperature 0 celsius, time 1 hour. Yields the product FC1=C2C(=CN=C1)SC(=C2)C(=O)OC (methyl 4-fluorothieno[2,3-c]pyridine-2-carboxylate). The yield is 63.8%. RXN SMILES: F[C:2]1[CH:3]=[N:4][CH:5]=[C:6]([F:10])[C:7]=1[CH:8]=O.[CH3:11][O:12][C:13](=[O:16])[CH2:14][SH:15].C(=O)([O-])[O-].[Cs+].[Cs+]>C1COCC1>[F:10][C:6]1[CH:5]=[N:4][CH:3]=[C:2]2[S:15][C:14]([C:13]([O:12][CH3:11])=[O:16])=[CH:8][C:7]=12 |f:2.3.4|. Procedure details: To a cooled (0° C.) solution of 3,5-difluoro-4-formylpyridine (1.00 g, 6.99 mmol) in THF (12.3 mL) was added mercaptoacetic acid methyl ester (625 μL, 6.99 mmol). The reaction stirred 1 h at 0° C. and 1 h at room temperature, and then cesium carbonate (2.28 g, 6.99 mmol) was added. The reaction then stirred a further 18 h at room temperature. The reaction mixture was then partitioned between ethyl acetate (50 mL) and brine (50 mL). The layers were separated and the organic fraction was washed wi... Reactants: BrCCCOCc1ccccc1, CCOCc1nc2cnc3ccccc3c2n1CCO, CN(C)C=O, [H-], [Na+]. Product: CCOCc1nc2cnc3ccccc3c2n1CCOCCCOCc1ccccc1. RXN SMILES: [Br:23][CH2:24][CH2:25][CH2:26][O:27][CH2:28][c:29]1[cH:30][cH:31][cH:32][cH:33][cH:34]1.[CH2:1]([CH3:2])[O:3][CH2:4][c:5]1[n:6]([CH2:18][CH2:19][OH:20])[c:7]2[c:8]([cH:9][n:10][c:11]3[cH:12][cH:13][cH:14][cH:15][c:16]23)[n:17]1.[CH3:35][N:36]([CH3:37])[CH:38]=[O:39].[H-:21].[Na+:22]>>[CH2:1]([CH3:2])[O:3][CH2:4][c:5]1[n:6]([CH2:18][CH2:19][O:20][CH2:24][CH2:25][CH2:26][O:27][CH2:28][c:29]2[cH:30][cH:31][cH:32][cH:33][cH:34]2)[c:7]2[c:8]([cH:9][n:10][c:11]3[cH:12][cH:13][cH:14][cH:15][c:16]23)[n:17]1. Starting materials: I(=O)(=O)[O-].[K+] (potassium iodate), ice, I(=O)(=O)[O-].[K+] (potassium iodate), COC=1C(=CC(=NC1)C1=CC=CC=C1)N (5-methoxy-2-phenyl-pyridin-4-ylamine), I(=O)(=O)[O-].[K+] (potassium iodate), [OH-].[Na+] (sodium hydroxide). Run in [Cl-].[Na+].O (brine). Conditions: temperature 100 celsius, time 2.5 hour. Product: IC=1C(=NC=C(C1N)OC)C1=CC=CC=C1 (3-iodo-5-methoxy-2-phenyl-pyridin-4-ylamine). Isolated yield 80.8%. As a reaction SMILES: [CH3:1][O:2][C:3]1[C:4]([NH2:15])=[CH:5][C:6]([C:9]2[CH:14]=[CH:13][CH:12]=[CH:11][CH:10]=2)=[N:7][CH:8]=1.[I:16]([O-])(=O)=O.[K+].[OH-].[Na+]>[Cl-].[Na+].O>[I:16][C:5]1[C:6]([C:9]2[CH:14]=[CH:13][CH:12]=[CH:11][CH:10]=2)=[N:7][CH:8]=[C:3]([O:2][CH3:1])[C:4]=1[NH2:15] |f:1.2,3.4,5.6.7|. Procedure details: To an ice-cooled stirred suspension of 2.70 g (6.20 mmol) 5-methoxy-2-phenyl-pyridin-4-ylamine in 3 ml distilled water was added dropwise 3 ml concentrated sulfuric acid and the mixture was then warmed to 100° C. 1.30 g (6.07 mmol) potassium iodate was added after 3 h, a further 1.30 g (6.07 mmol) potassium iodate was added after an additional 3 h, and finally a further 0.75 g (3.50 mmol) potassium iodate was added after an additional 3 h. Stirred was continued for a further 2.5 h at 100° C., an...